Dataset: the Open Reaction Database (ORD), a public repository of structured organic reaction records. Task: describe an organic reaction: reactants, conditions, products, and yield Reactants: [N+](=O)([O-])C1=CC=C(C=C1)C(C(=O)OC(C)(C)C)C (tert-butyl 2-(4-nitrophenyl)propanoate). Reagents/catalysts: [Pd] (palladium on carbon). The solvent is C(C)O (ethanol). Run at time 2 hour. The product is NC1=CC=C(C=C1)C(C(=O)OC(C)(C)C)C (tert-butyl 2-(4-aminophenyl)propanoate). The yield is 98.6%. As a reaction SMILES: [N+:1]([C:4]1[CH:9]=[CH:8][C:7]([CH:10]([CH3:18])[C:11]([O:13][C:14]([CH3:17])([CH3:16])[CH3:15])=[O:12])=[CH:6][CH:5]=1)([O-])=O>[Pd].C(O)C>[NH2:1][C:4]1[CH:5]=[CH:6][C:7]([CH:10]([CH3:18])[C:11]([O:13][C:14]([CH3:17])([CH3:16])[CH3:15])=[O:12])=[CH:8][CH:9]=1. Procedure details: A mixture of tert-butyl 2-(4-nitrophenyl)propanoate (14.4 g, 57.3 mmol) and 10% palladium on carbon (1.44 g, 10% by weight) in ethanol (150 mL) was shaken under an atmosphere of hydrogen at 40 psi for 2 h. After this time, the reaction was filtered through diatomaceous earth, and concentrated under reduced pressure to afford tert-butyl 2-(4-aminophenyl)propanoate (12.5 g, 99%) as an orange oil: 1H NNR (300 MHz, CDCl3) δ 7.07 (d, J=9.1 Hz, 2H), 6.63 (d, J=9.1 Hz, 2H), 3.60 (s, 2H), 3.49 (q, J=7.1... Starting materials: ClC1=C(C=C(C=C1)[N+](=O)[O-])S(=O)(=O)Cl (2-Chloro-5-nitrobenzenesulphonyl chloride), N (ammonia), N (ammonia). Solvent: CO (methanol). Reaction conditions: time 0.5 hour. Yields the product ClC1=C(C=C(C=C1)[N+](=O)[O-])S(=O)(=O)N (2-chloro-5-nitrobenzenesulphonamide). As a reaction SMILES: [Cl:1][C:2]1[CH:7]=[CH:6][C:5]([N+:8]([O-:10])=[O:9])=[CH:4][C:3]=1[S:11](Cl)(=[O:13])=[O:12].[NH3:15]>CO>[Cl:1][C:2]1[CH:7]=[CH:6][C:5]([N+:8]([O-:10])=[O:9])=[CH:4][C:3]=1[S:11]([NH2:15])(=[O:13])=[O:12]. Procedure: 2-Chloro-5-nitrobenzenesulphonyl chloride (5.12 g, 20 mmole) was added in portions to liquid ammonia with stirring at -78° C. (methanol/dry-cold). The mixture was stirred for 0.5 h. and the excess ammonia then allowed to evaporate. The residue was crystallised from aqueous ethanol (1:1) to afford lustrous prisms of 2-chloro-5-nitrobenzenesulphonamide, 4.42 g, 93%, (m.p. 180°-187° C.). TLC analysis (CH2Cl2) showed one spot (Rf =0.2). Spectroscopic data was consistent with the product. Reactants: N1=C(C=C(C=C1C)C)C (collidine), [NH2-].[Na+] (Sodium amide), N (ammonia), C(C1=CC=CC=C1)Cl (benzylchloride), [NH2-].[Na+] (sodium amide), [Cl-].[NH4+] (ammonium chloride), [Na] (sodium). Reagents/catalysts: [N+](=O)([O-])[O-].[Fe+2].[N+](=O)([O-])[O-] (iron nitrate). The solvent is C(C)OCC (diethylether), C(C)OCC (diethylether), O (H2O). Reaction conditions: time 1 hour. The product is CC1=NC(=CC(=C1)CCC1=CC=CC=C1)C (2,6-Dimethyl-4-(2-phenylethyl)pyridine). RXN SMILES: N.[NH2-].[Na+].[Na].[N:5]1[C:10]([CH3:11])=[CH:9][C:8]([CH3:12])=[CH:7][C:6]=1[CH3:13].[CH2:14](Cl)[C:15]1[CH:20]=[CH:19][CH:18]=[CH:17][CH:16]=1.[Cl-].[NH4+]>C(OCC)C.O.[N+]([O-])([O-])=O.[Fe+2].[N+]([O-])([O-])=O>[CH3:13][C:6]1[CH:7]=[C:8]([CH2:12][CH2:14][C:15]2[CH:20]=[CH:19][CH:18]=[CH:17][CH:16]=2)[CH:9]=[C:10]([CH3:11])[N:5]=1 |f:1.2,6.7,10.11.12,^1:3|. Procedure details: Liquid ammonia (150 ml) was introduced into a 250 ml three-necked round bottomed flask equipped with a mechanical stirrer, dropping funnel and outlet tube and immersed in a dry ice/ethanol bath. Sodium amide was generated by addition of 20 mg of iron nitrate (Fe3+) followed by metallic sodium (2.09 g, 0.09 mol). The deep blue solution was stirred for one hour and a solution of collidine (1) (10.06 g, 0.083 mol) in 20 ml of dry diethylether was introduced into the reaction by addition over a peri... The reactants are CN(C)C=O, CC(C)[N-]C(C)C, FC(F)(F)c1cccc(C(F)(F)F)c1, [Li+], C1CCOC1. The product is O=Cc1ccc(C(F)(F)F)cc1C(F)(F)F. As a reaction SMILES: [CH3:23][N:24]([CH:25]=[O:26])[CH3:27].[CH:1]([N-:2][CH:3]([CH3:4])[CH3:5])([CH3:6])[CH3:7].[F:9][C:10]([c:11]1[cH:12][c:13]([C:17]([F:18])([F:19])[F:20])[cH:14][cH:15][cH:16]1)([F:21])[F:22].[Li+:8].[O:28]1[CH2:29][CH2:30][CH2:31][CH2:32]1>>[F:9][C:10]([c:11]1[cH:12][c:13]([C:17]([F:18])([F:19])[F:20])[cH:14][cH:15][c:16]1[CH:25]=[O:26])([F:21])[F:22].